Dataset: the Open Reaction Database (ORD), a public repository of structured organic reaction records. Task: describe an organic reaction: reactants, conditions, products, and yield Starting materials: [Si](C)(C)(C(C)(C)C)O[C@@H]1C=2C(=C(C(=NC2CC(C1)(C)C)C(C)C)C=O)I ((S)-5-(tert-butyldimethylsilyloxy)-4-iodo-2-isopropyl-7,7-dimethyl-5,6,7,8-tetrahydroquinoline-3-carbaldehyde), IC1=CC=C(C=C1)CC(C)C (1-iodo-4-isobutylbenzene). Product: [Si](C)(C)(C(C)(C)C)O[C@@H]1C=2C(=C(C(=NC2CC(C1)(C)C)C(C)C)[C@@H](O)C1=CC=C(C=C1)CC(C)C)I ((S)—((S)-5-(tert-butyldimethylsilyloxy)-4-iodo-2-isopropyl-7,7-dimethyl-5,6,7,8-tetrahydroquinolin-3-yl)(4-isobutylphenyl)methanol). RXN SMILES: [Si:1]([O:8][C@H:9]1[CH2:18][C:17]([CH3:20])([CH3:19])[CH2:16][C:15]2[N:14]=[C:13]([CH:21]([CH3:23])[CH3:22])[C:12]([CH:24]=[O:25])=[C:11]([I:26])[C:10]1=2)([C:4]([CH3:7])([CH3:6])[CH3:5])([CH3:3])[CH3:2].I[C:28]1[CH:33]=[CH:32][C:31]([CH2:34][CH:35]([CH3:37])[CH3:36])=[CH:30][CH:29]=1>>[Si:1]([O:8][C@H:9]1[CH2:18][C:17]([CH3:19])([CH3:20])[CH2:16][C:15]2[N:14]=[C:13]([CH:21]([CH3:22])[CH3:23])[C:12]([C@H:24]([C:28]3[CH:33]=[CH:32][C:31]([CH2:34][CH:35]([CH3:37])[CH3:36])=[CH:30][CH:29]=3)[OH:25])=[C:11]([I:26])[C:10]1=2)([C:4]([CH3:5])([CH3:6])[CH3:7])([CH3:3])[CH3:2]. Reported procedure: Obtained by starting from (S)-5-(tert-butyldimethylsilyloxy)-4-iodo-2-isopropyl-7,7-dimethyl-5,6,7,8-tetrahydroquinoline-3-carbaldehyde and 1-iodo-4-isobutylbenzene. Starting materials: CC1=CC2=C(S1)C(=CC=C2)C(=O)O (2-methylbenzo[b]thiophene-7-carboxylic acid), BH3-tetrahydrofuran. The solvent is O1CCCC1 (tetrahydrofuran). Reaction conditions: temperature 0 celsius, time 1 hour. The product is CC1=CC2=C(S1)C(=CC=C2)CO ((2-methylbenzo[b]thiophen-7-yl)methanol). Isolated yield 91.1%. Reaction SMILES: [CH3:1][C:2]1[S:6][C:5]2[C:7]([C:11](O)=[O:12])=[CH:8][CH:9]=[CH:10][C:4]=2[CH:3]=1>O1CCCC1>[CH3:1][C:2]1[S:6][C:5]2[C:7]([CH2:11][OH:12])=[CH:8][CH:9]=[CH:10][C:4]=2[CH:3]=1. Reported procedure: The carboxylic acid (509) (0.240 g, 1.25 mmol) was dissolved in anhydrous tetrahydrofuran (12 mL) and cooled to 0° C. under nitrogen. BH3-tetrahydrofuran complex (3.12 mL, 3.12 mmol, 1.0 M in tetrahydrofuran) was added slowly. After the addition was complete, the solution was allowed to warm to room temperature and stirred for an additional 1 hour. The solution was cooled to 0° C. and quenched by the addition of methanol (5 mL) followed by a saturated sodium sulfate aqueous solution (5 mL). The ... Starting materials: O (Water), C(C)(C)(C)OC(=O)NCC(=O)O (N-t-butoxycarbonylglycine), NC1=NC=C(C=C1)Br (2-amino-5-bromopyridine), Cl.CN(CCCN=C=NCC)C (1-(3-dimethylaminopropyl)-3-ethylcarbodiimide hydrochloride). The reagents and catalysts are CN(C1=CC=NC=C1)C (4-dimethylaminopyridine). Solvent: N1=CC=CC=C1 (pyridine). Run at time 15 hour. Product: C(C)(C)(C)OC(=O)NCC(=O)NC1=NC=C(C=C1)Br (2-(N-t-butoxycarbonylglycinylamino)-5-bromopyridine). The yield is 58.5%. RXN SMILES: [C:1]([O:5][C:6]([NH:8][CH2:9][C:10]([OH:12])=O)=[O:7])([CH3:4])([CH3:3])[CH3:2].[NH2:13][C:14]1[CH:19]=[CH:18][C:17]([Br:20])=[CH:16][N:15]=1.Cl.CN(C)CCCN=C=NCC.O>N1C=CC=CC=1.CN(C)C1C=CN=CC=1>[C:1]([O:5][C:6]([NH:8][CH2:9][C:10]([NH:13][C:14]1[CH:19]=[CH:18][C:17]([Br:20])=[CH:16][N:15]=1)=[O:12])=[O:7])([CH3:2])([CH3:3])[CH3:4] |f:2.3|. Procedure details: In 100 ml of pyridine was dissolved 10.13 g of N-t-butoxycarbonylglycine and the solution was added with 5 g of 2-amino-5-bromopyridine, 13.85 g of 1-(3-dimethylaminopropyl)-3-ethylcarbodiimide hydrochloride and 7.06 g of 4-dimethylaminopyridine, individually at room temperature. Stirring was conducted for 15 hours at the same temperature. Water was added to the reaction mixture which was then extracted with ethyl acetate. The organic layer thus separated was washed with brine, dehydrated, filte... The reactants are O(C1=CC=CC=C1)P(=O)(OC1=CC=CC=C1)OC=1[C@@H]([C@@H]2N(C1C(=O)OCC1=CC=C(C=C1)[N+](=O)[O-])C([C@@H]2[C@@H](C)O)=O)C (p-nitrobenzyl (1R,5S,6S)-2-diphenoxyphosphoryloxy-6-[(R)-1-hydroxyethyl]-1-methyl-1-carbapen-2-em-3-carboxylate), Cl.S[C@H]1C[C@H](N(C1)C(=O)OCC1=CC=C(C=C1)[N+](=O)[O-])C1CN(C1)C ((2S,4S)-4-mercapto-2-(N-methylazetidin-3-yl)-N-(p-nitrobenzyloxycarbonyl)pyrrolidine hydrochloride). Yields the product O[C@H](C)[C@@H]1[C@@H]2N(C(=C([C@@H]2C)S[C@H]2C[C@H](N(C2)C(=O)OCC2=CC=C(C=C2)[N+](=O)[O-])C2CN(C2)C)C(=O)OCC2=CC=C(C=C2)[N+](=O)[O-])C1=O (p-nitrobenzyl (1R,5S,6S)-6-[(R)-1-hydroxyethyl]-1-methyl-2-[(2S,4S)-2-(N-methylazetidin-3-yl)-N-(p-nitrobenzyloxycarbonyl)pyrrolidin-4-ylthio]-1-carbapen-2-em-3-carboxylate). Isolated yield 80.5%. RXN SMILES: O(P(O[C:18]1[C@H:19]([CH3:42])[C@H:20]2[C@@H:37]([C@H:38]([OH:40])[CH3:39])[C:36](=[O:41])[N:21]2[C:22]=1[C:23]([O:25][CH2:26][C:27]1[CH:32]=[CH:31][C:30]([N+:33]([O-:35])=[O:34])=[CH:29][CH:28]=1)=[O:24])(OC1C=CC=CC=1)=O)C1C=CC=CC=1.Cl.[SH:44][C@@H:45]1[CH2:49][N:48]([C:50]([O:52][CH2:53][C:54]2[CH:59]=[CH:58][C:57]([N+:60]([O-:62])=[O:61])=[CH:56][CH:55]=2)=[O:51])[C@H:47]([CH:63]2[CH2:66][N:65]([CH3:67])[CH2:64]2)[CH2:46]1>>[OH:40][C@@H:38]([C@H:37]1[C:36](=[O:41])[N:21]2[C:22]([C:23]([O:25][CH2:26][C:27]3[CH:32]=[CH:31][C:30]([N+:33]([O-:35])=[O:34])=[CH:29][CH:28]=3)=[O:24])=[C:18]([S:44][C@@H:45]3[CH2:49][N:48]([C:50]([O:52][CH2:53][C:54]4[CH:55]=[CH:56][C:57]([N+:60]([O-:62])=[O:61])=[CH:58][CH:59]=4)=[O:51])[C@H:47]([CH:63]4[CH2:64][N:65]([CH3:67])[CH2:66]4)[CH2:46]3)[C@H:19]([CH3:42])[C@H:20]12)[CH3:39] |f:1.2|. Procedure details: The same procedure as in Example 49-1) was carried out by using p-nitrobenzyl (1R,5S,6S)-2-diphenoxyphosphoryloxy-6-[(R)-1-hydroxyethyl]-1-methyl-1-carbapen-2-em-3-carboxylate (300 mg, 0.50 mmol) and (2S,4S)-4-mercapto-2-(N-methylazetidin-3-yl)-N-(p-nitrobenzyloxycarbonyl)pyrrolidine hydrochloride (195 mg, 0.50 mmol, compound of Reference Example 42) to obtain p-nitrobenzyl (1R,5S,6S)-6-[(R)-1-hydroxyethyl]-1-methyl-2-[(2S,4S)-2-(N-methylazetidin-3-yl)-N-(p-nitrobenzyloxycarbonyl)pyrrolidin-4-yl... Starting materials: C(CCC)[Li] (n-butyllithium), [I-].C(CO)OC1=C(C=C(C=C1)OC)CC[P+](C1=CC=CC=C1)(C1=CC=CC=C1)C1=CC=CC=C1 (2-[2-(3-oxapropyloxy)-5-methoxyphenyl]ethyltriphenylphosphonium iodide), C(C)OC(=O)C1(N(C=CC1)C)C=O (2-ethoxycarbonyl-1-methylpyrrole-2-carboxaldehyde). The solvent is O1CCCC1 (tetrahydrofuran), O1CCCC1 (tetrahydrofuran). Run at time 30 minute. Yields the product C(C)OC(=O)C=1N(C=C(C1)C=CCC1=C(C=CC(=C1)OC)OCCO)C (2-ethoxycarbonyl-1-methyl-4-[2-(3-oxapropyloxy)-5-methoxyphenyl]propenylpyrrole). Yield: 83.9%. As a reaction SMILES: [CH2:1]([Li])CCC.[I-].[CH2:7]([O:10][C:11]1[CH:16]=[CH:15][C:14]([O:17][CH3:18])=[CH:13][C:12]=1[CH2:19][CH2:20][P+](C1C=CC=CC=1)(C1C=CC=CC=1)C1C=CC=CC=1)[CH2:8][OH:9].[CH2:40]([O:42][C:43]([C:45]1(C=O)[CH2:49][CH:48]=[CH:47][N:46]1[CH3:50])=[O:44])[CH3:41]>O1CCCC1>[CH2:40]([O:42][C:43]([C:45]1[N:46]([CH3:50])[CH:47]=[C:48]([CH:1]=[CH:20][CH2:19][C:12]2[CH:13]=[C:14]([O:17][CH3:18])[CH:15]=[CH:16][C:11]=2[O:10][CH2:7][CH2:8][OH:9])[CH:49]=1)=[O:44])[CH3:41] |f:1.2|. Procedure: A solution of 1.6M n-butyllithium (4.0 ml, 6.0 mmol) was added to a suspension of 3.45 g (5.90 mmol) of 2-[2-(3-oxapropyloxy)-5-methoxyphenyl]ethyltriphenylphosphonium iodide in 20 ml of dry tetrahydrofuran at 0°. After 30 minutes a solution of 1.10 g (6.07 mmol) of 2-ethoxycarbonyl-1-methylpyrrole-2-carboxaldehyde in 5 ml of dry tetrahydrofuran was added and the solution was stirred for 30 minutes. The mixture was partitioned between ether and water and the ether layer was washed with water, dr...